Dataset: the Open Reaction Database (ORD), a public repository of structured organic reaction records. Task: describe an organic reaction: reactants, conditions, products, and yield Reactants: COC1=C(C=C(C=C1)OC)C (2,5-dimethoxytoluene), [Al+3].[Cl-].[Cl-].[Cl-] (AlCl3), CC(CCCCCC(=O)O)(C)C (7,7-dimethyloctanoic acid), C(C(=O)Cl)(=O)Cl (oxalyl chloride), Cl (HCl). The reagents and catalysts are CN(C)C=O (DMF). Run in C(Cl)Cl (DCM). Reaction conditions: temperature 0 celsius, time 2 hour. Yields the product COC1=C(C=C(C(=C1)C)OC)C(CCCCCC(C)(C)C)=O ((2,5-Dimethoxy-4-methylphenyl)-7,7-dimethyloctan-1-one). RXN SMILES: [CH3:1][C:2]([CH3:12])([CH3:11])[CH2:3][CH2:4][CH2:5][CH2:6][CH2:7][C:8]([OH:10])=O.C(Cl)(=O)C(Cl)=O.[CH3:19][O:20][C:21]1[CH:26]=[CH:25][C:24]([O:27][CH3:28])=[CH:23][C:22]=1[CH3:29].[Al+3].[Cl-].[Cl-].[Cl-].Cl>C(Cl)Cl.CN(C=O)C>[CH3:28][O:27][C:24]1[CH:23]=[C:22]([CH3:29])[C:21]([O:20][CH3:19])=[CH:26][C:25]=1[C:8](=[O:10])[CH2:7][CH2:6][CH2:5][CH2:4][CH2:3][C:2]([CH3:1])([CH3:12])[CH3:11] |f:3.4.5.6|. Procedure: 1 g of 7,7-dimethyloctanoic acid is dissolved in 20 ml of DCM cooled to 0° C., 0.57 ml of oxalyl chloride is added and the mixture is then left stirring for 1 hour at 0° C. and for 2 hours at RT. 0.93 ml of 2,5-dimethoxytoluene and one drop of DMF are added, the mixture is cooled to 0° C., 940 mg of AlCl3 are then added and the mixture is left stirring for 1 hour at 0° C. and overnight at RT. It is poured into 10% HCl solution and extracted with ether, and the combined organic phases are then wa... Starting materials: CN1CCCN(C)C1=O, C[O-], N#Cc1cc(F)cc(Br)c1, [Na+], O. The product is COc1cc(Br)cc(C#N)c1. RXN SMILES: [CH3:14][N:15]1[CH2:16][CH2:17][CH2:18][N:19]([CH3:20])[C:21]1=[O:22].[CH3:1][O-:2].[F:4][c:5]1[cH:6][c:7]([C:8]#[N:9])[cH:10][c:11]([Br:13])[cH:12]1.[Na+:3].[OH2:23]>>[CH3:1][O:2][c:5]1[cH:6][c:7]([C:8]#[N:9])[cH:10][c:11]([Br:13])[cH:12]1. Starting materials: NC=1SC=C(N1)C(C(=O)NC1C2CSC(=C(N2C1=O)C(=O)OC(C)(C)C)SC1=CC=C(C=C1)OC)=NOC (racemic 1,1-dimethylethyl 7-[2-(2-aminothiazol-4-yl)-2-methoxyimino-acetamido]-3-(4-methoxyphenylthio)-8-oxo-4-thia-1-azabicyclo[4,2,0]oct-2-ene-2-carboxylate). The solvent is C(=O)O (formic acid). Conditions: temperature 50 celsius. The product is NC=1SC=C(N1)C(C(=O)NC1C2CSC(=C(N2C1=O)C(=O)O)SC1=CC=C(C=C1)OC)=NOC (racemic 7-[2-(2-aminothiazol-4-yl)-2-methoxyimino-acetamido]-8-oxo-3-(4-methoxyphenylthio)-4-thia-1-azabicyclo[4,2,0]oct-2-ene-2-carboxylic acid). RXN SMILES: [NH2:1][C:2]1[S:3][CH:4]=[C:5]([C:7](=[N:36][O:37][CH3:38])[C:8]([NH:10][CH:11]2[C:18](=[O:19])[N:17]3[CH:12]2[CH2:13][S:14][C:15]([S:27][C:28]2[CH:33]=[CH:32][C:31]([O:34][CH3:35])=[CH:30][CH:29]=2)=[C:16]3[C:20]([O:22]C(C)(C)C)=[O:21])=[O:9])[N:6]=1>C(O)=O>[NH2:1][C:2]1[S:3][CH:4]=[C:5]([C:7](=[N:36][O:37][CH3:38])[C:8]([NH:10][CH:11]2[C:18](=[O:19])[N:17]3[CH:12]2[CH2:13][S:14][C:15]([S:27][C:28]2[CH:33]=[CH:32][C:31]([O:34][CH3:35])=[CH:30][CH:29]=2)=[C:16]3[C:20]([OH:22])=[O:21])=[O:9])[N:6]=1. Procedure: 100 mg of the product of Step C dissolved in 2 ml of 66% formic acid were heated to 50° C. for 3 hours with stirring and was concentrated to dryness under reduced pressure. The residue was taken up in acetonitrile and the solvent was evaporated. The crude product was crystallized from ether and was then dissolved in methylene chloride with 10% of methanol. The solution was treated with active charcoal, then filtered and the filtrate was concentrated to dryness. The residue obtained was crystalli... Reactants: ClC1=C(C(=O)C2=CC=CC=C2)C=CC=C1 (2-chlorobenzophenone), [BH4-].[Na+] (sodium borohydride). The solvent is C(C)(C)O (isopropanol). Product: ClC1=C(C(C2=CC=CC=C2)O)C=CC=C1 (2-chlorobenzhydrol). Isolated yield 76.0%. RXN SMILES: [Cl:1][C:2]1[CH:15]=[CH:14][CH:13]=[CH:12][C:3]=1[C:4]([C:6]1[CH:11]=[CH:10][CH:9]=[CH:8][CH:7]=1)=[O:5].[BH4-].[Na+]>C(O)(C)C>[Cl:1][C:2]1[CH:15]=[CH:14][CH:13]=[CH:12][C:3]=1[CH:4]([OH:5])[C:6]1[CH:11]=[CH:10][CH:9]=[CH:8][CH:7]=1 |f:1.2|. Procedure details: A mixture containing 15.0 g (0.0692 mole) of 2-chlorobenzophenone, 4.1 g (0.1094 mole) of sodium borohydride, and 200 ml of anhydrous isopropanol is heated to reflux and maintained at reflux until the reaction is complete (2.0 hours), as indicated by vpc techniques. The solvent is removed in vacuo, whereupon the residue is diluted with ether, washed with a dilute hydrochloric acid solution and with water until neutral, dried (magnesium sulfate), and concentrated in vacuo. Recrystallization of th... Reactants: trimethylsilyl ester, C1(=CC=CC=C1)S(=O)(=O)O (benzenesulfonic acid), C=CC1=CC=CC=C1 (styrene), Teflon, C=CC1=CC=CC=C1 (styrene), C[SiH](Cl)Cl (methyldichlorosilane), trimethylsilyl ester, C1(=CC=CC=C1)S(=O)(=O)O (benzenesulfonic acid), C=CC1=CC=CC=C1 (Styrene), C[SiH](Cl)Cl (methyldichlorosilane), divinylsiloxane. Reagents/catalysts: [Pt] (platinum). Run in C1(=CC=CC=C1)C (toluene). Yields the product C(CC1=CC=CC=C1)C[SiH](Cl)Cl (phenethylmethyldichlorosilane). Yield: 19.0%. RXN SMILES: [CH2:1]=[CH:2][C:3]1[CH:8]=[CH:7][CH:6]=[CH:5][CH:4]=1.[CH3:9][SiH:10]([Cl:12])[Cl:11].C1(S(O)(=O)=O)C=CC=CC=1>[Pt].C1(C)C=CC=CC=1>[CH2:1]([CH2:9][SiH:10]([Cl:12])[Cl:11])[CH2:2][C:3]1[CH:8]=[CH:7][CH:6]=[CH:5][CH:4]=1. Procedure details: Reaction between styrene and methyldichlorosilane with platinum catalyst in the presence of trimethylsilyl ester of benzenesulfonic acid. 624 mg Styrene and 732 mg methyldichlorosilane were introduced into a glass tube, and 54 mg of a trimethylsilyl ester of benzenesulfonic acid were added with a microsyringe. 0.9 mg of a toluene solution of a 0-valent platinum complex of divinylsiloxane (0.04 wt % platinum content) was added. The tube was sealed with Teflon tape and a rubber septum and then pla... Reactants: CCCCO, O=[N+]([O-])c1ccc(F)cc1Nc1cc(C2CC2)[nH]n1, CCN(C(C)C)C(C)C, CC(N)c1ccc(F)cc1. Yields the product CC(Nc1ccc([N+](=O)[O-])c(Nc2cc(C3CC3)[nH]n2)c1)c1ccc(F)cc1. Reaction SMILES: [CH2:39]([OH:40])[CH2:41][CH2:42][CH3:43].[CH:1]1([c:4]2[cH:5][c:6]([NH:9][c:10]3[c:11]([N+:17](=[O:18])[O-:19])[cH:12][cH:13][c:14]([F:16])[cH:15]3)[n:7][nH:8]2)[CH2:2][CH2:3]1.[CH:30]([N:31]([CH2:32][CH3:33])[CH:34]([CH3:35])[CH3:36])([CH3:37])[CH3:38].[F:20][c:21]1[cH:22][cH:23][c:24]([CH:27]([CH3:28])[NH2:29])[cH:25][cH:26]1>>[CH:1]1([c:4]2[cH:5][c:6]([NH:9][c:10]3[c:11]([N+:17](=[O:18])[O-:19])[cH:12][cH:13][c:14]([NH:29][CH:27]([c:24]4[cH:23][cH:22][c:21]([F:20])[cH:26][cH:25]4)[CH3:28])[cH:15]3)[n:7][nH:8]2)[CH2:2][CH2:3]1.